From a dataset of the Open Reaction Database (ORD), a public repository of structured organic reaction records. describe an organic reaction: reactants, conditions, products, and yield Starting materials: CCOC(=O)C(N)C(C)C, Cl, O=C1CCN(c2ccc(C(=O)O)cc2)CC1. The product is CCOC(=O)C(NC(=O)c1ccc(N2CCC(=O)CC2)cc1)C(C)C. Reaction SMILES: [CH2:18]([CH3:19])[O:20][C:21]([CH:22]([NH2:23])[CH:24]([CH3:25])[CH3:26])=[O:27].[ClH:17].[O:1]=[C:2]1[CH2:3][CH2:4][N:5]([c:8]2[cH:9][cH:10][c:11]([C:12](=[O:13])[OH:14])[cH:15][cH:16]2)[CH2:6][CH2:7]1>>[O:1]=[C:2]1[CH2:3][CH2:4][N:5]([c:8]2[cH:9][cH:10][c:11]([C:12](=[O:14])[NH:23][CH:22]([C:21]([O:20][CH2:18][CH3:19])=[O:27])[CH:24]([CH3:25])[CH3:26])[cH:15][cH:16]2)[CH2:6][CH2:7]1. Starting materials: BrC=1C=C2C(=NNC2=CC1)O (5-bromo-1H-indazol-3-ol), C(C)OC(=O)N1N=C(C2=C(C=CC=C12)Br)O (4-Bromo-3-hydroxy-indazole-1-carboxylic acid ethyl ester). The product is C(C)OC(=O)N1N=C(C2=CC(=CC=C12)Br)O (5-Bromo-3-hydroxy-indazole-1-carboxylic acid ethyl ester). As a reaction SMILES: [Br:1][C:2]1[CH:3]=[C:4]2[C:8](=[CH:9][CH:10]=1)[NH:7][N:6]=[C:5]2[OH:11].[CH2:12]([O:14][C:15](N1C2C(=C(Br)C=CC=2)C(O)=N1)=[O:16])[CH3:13]>>[CH2:12]([O:14][C:15]([N:7]1[C:8]2[C:4](=[CH:3][C:2]([Br:1])=[CH:10][CH:9]=2)[C:5]([OH:11])=[N:6]1)=[O:16])[CH3:13]. Procedure details: 5-Bromo-3-hydroxy-indazole-1-carboxylic acid ethyl ester CCVIII was prepared from 5-bromo-1H-indazol-3-ol using the procedure described for preparation of 4-Bromo-3-hydroxy-indazole-1-carboxylic acid ethyl ester CLXXXIV (Example 37). Reactants: ClC1=NC2=CC(=C(C=C2C(=N1)N(C)C1=CC=C(C=C1)OC)OC)OC ((2-chloro-6,7-dimethoxyquinazolin-4-yl)-(4-methoxy-phenyl)-methyl-amine), N1(CCOCC1)CCN (2-morpholin-4-yl-ethylamine). The product is COC=1C=C2C(=NC(=NC2=CC1OC)NCCN1CCOCC1)N(C)C1=CC=C(C=C1)OC (6,7-Dimethoxy-N4-(4-methoxy-phenyl)-N4-methyl-N2-(2-morpholin-4-yl-ethyl)-quinazoline-2,4-diamine), powder. Yield: 54.0%. RXN SMILES: Cl[C:2]1[N:11]=[C:10]([N:12]([C:14]2[CH:19]=[CH:18][C:17]([O:20][CH3:21])=[CH:16][CH:15]=2)[CH3:13])[C:9]2[C:4](=[CH:5][C:6]([O:24][CH3:25])=[C:7]([O:22][CH3:23])[CH:8]=2)[N:3]=1.[N:26]1([CH2:32][CH2:33][NH2:34])[CH2:31][CH2:30][O:29][CH2:28][CH2:27]1>>[CH3:23][O:22][C:7]1[CH:8]=[C:9]2[C:4](=[CH:5][C:6]=1[O:24][CH3:25])[N:3]=[C:2]([NH:34][CH2:33][CH2:32][N:26]1[CH2:31][CH2:30][O:29][CH2:28][CH2:27]1)[N:11]=[C:10]2[N:12]([C:14]1[CH:19]=[CH:18][C:17]([O:20][CH3:21])=[CH:16][CH:15]=1)[CH3:13]. Reported procedure: The title compound was prepared from (2-chloro-6,7-dimethoxyquinazolin-4-yl)-(4-methoxy-phenyl)-methyl-amine (50 mg, 0.139 mmol) and 2-morpholin-4-yl-ethylamine (25 μL, 0.167 mmol) by a procedure similar to example 10 and was isolated as white powder (27 mg, 54%). 1H NMR (CDCl3): 7.21 (d, J=8.4 Hz, 2H), 7.00 (d, J=8.4 Hz, 2H), 6.93 (s, 1H), 6.13 (s, 1H), 3.95 (s, 3H), 3.84 (s, 3H), 3.77-3.74 (m, 4H), 3.71-3.66 (m, 2H), 3.60 (s, 3H), 3.25 (s, 3H), 2.70 (t, J=7.2 Hz, 2H), 2.59-2.56 (m, 4H). The reactants are [Na] (Sodium), CC1(C(CCC1=NO)=NO)C (2,2-dimethylcyclopentane-1,3-dione dioxime). Run in C(CC)O (n-propanol), [Cl-].[Na+].O (brine). Product: CC1(C(CCC1N)N)C (2,2-dimethylcyclopentane-1,3-diamine). Isolated yield 86.3%. Reaction SMILES: [Na].[CH3:2][C:3]1([CH3:12])[C:7](=[N:8]O)[CH2:6][CH2:5][C:4]1=[N:10]O>C(O)CC.[Cl-].[Na+].O>[CH3:2][C:3]1([CH3:12])[CH:7]([NH2:8])[CH2:6][CH2:5][CH:4]1[NH2:10] |f:3.4.5,^1:0|. Reported procedure: Sodium (177 mg, 7.68 mmol) was added to a solution of crude 2,2-dimethylcyclopentane-1,3-dione dioxime (120 mg) in n-propanol (10 mL) at 80° C. The mixture was heated to reflux for 2 h, cooled to room temperature and poured into brine (30 mL). The mixture was extracted with dichloromethane (3×50 mL). The combined organic extracts were dried (MgSO4), filtered and concentrated to give crude 2,2-dimethylcyclopentane-1,3-diamine (85 mg), which was used in the next step without purification. Reactants: P(=O)(Cl)(Cl)Cl (phosphorous oxychloride), C([O-])([O-])=O.[Na+].[Na+] (sodium carbonate), COC(CCCCCCCC=1OC=CC1)=O (8-(2-furyl)-octanoic acid methyl ester), ice. The solvent is CN(C=O)C (dimethyl formamide). Conditions: time 40 minute. Product: COC(CCCCCCCC=1OC(=CC1)C=O)=O (8-(5-formyl-2-furyl)-octanoic acid methyl ester). As a reaction SMILES: P(Cl)(Cl)(Cl)=O.[CH3:6][O:7][C:8](=[O:21])[CH2:9][CH2:10][CH2:11][CH2:12][CH2:13][CH2:14][CH2:15][C:16]1[O:17][CH:18]=[CH:19][CH:20]=1.[C:22](=O)([O-])[O-:23].[Na+].[Na+]>CN(C)C=O>[CH3:6][O:7][C:8](=[O:21])[CH2:9][CH2:10][CH2:11][CH2:12][CH2:13][CH2:14][CH2:15][C:16]1[O:17][C:18]([CH:22]=[O:23])=[CH:19][CH:20]=1 |f:2.3.4|. Reported procedure: 6.13 g of phosphorous oxychloride were added, while stirring, to 2.93 g of dimethyl formamide at 5°-10° C for 5 minutes. The mixture was kept at 0°-5° C for 40 minutes and then heated to room temperature. Immediately, and with vigorous stirring, 8.96 g of 8-(2-furyl)-octanoic acid methyl ester were added, whereupon the mixture was cooled to 5°-10° C in an ice-salt bath during 1 hour. After further 1 hour at room temperature, 40 g of ice were added, whereupon the mixture was neutralized with 10 g...